Dataset: the Open Reaction Database (ORD), a public repository of structured organic reaction records. Task: describe an organic reaction: reactants, conditions, products, and yield The reactants are ClC1=C(C=CC(=C1)F)S(=O)(=O)[C@@H]1C[C@H](NC1)C(=O)NC1(CC1)C#N ((2S,4R)-4-(2-chloro-4-fluorophenylsulfonyl)-N-(1-cyanocyclopropyl)pyrrolidine-2-carboxamide), C(C)OC(=O)N1CCC(CC1)N1C(CC1)C(=O)[O-].[Li+] (lithium 1-(1-(ethoxycarbonyl)piperidin-4-yl)azetidine-2-carboxylate). The product is ClC1=C(C=CC(=C1)F)S(=O)(=O)[C@@H]1C[C@H](N(C1)C(=O)C1N(CC1)C1CCN(CC1)C(=O)OCC)C(NC1(CC1)C#N)=O (ethyl 4-(2-((2S,4R)-4-(2-chloro-4-fluorophenylsulfonyl)-2-(1-cyanocyclopropylcarbamoyl)pyrrolidine-1-carbonyl)azetidin-1-yl)piperidine-1-carboxylate), solid. Yield: 58.0%. As a reaction SMILES: [Cl:1][C:2]1[CH:7]=[C:6]([F:8])[CH:5]=[CH:4][C:3]=1[S:9]([C@H:12]1[CH2:16][NH:15][C@H:14]([C:17]([NH:19][C:20]2([C:23]#[N:24])[CH2:22][CH2:21]2)=[O:18])[CH2:13]1)(=[O:11])=[O:10].[CH2:25]([O:27][C:28]([N:30]1[CH2:35][CH2:34][CH:33]([N:36]2[CH2:39][CH2:38][CH:37]2[C:40]([O-])=[O:41])[CH2:32][CH2:31]1)=[O:29])[CH3:26].[Li+]>>[Cl:1][C:2]1[CH:7]=[C:6]([F:8])[CH:5]=[CH:4][C:3]=1[S:9]([C@H:12]1[CH2:16][N:15]([C:40]([CH:37]2[CH2:38][CH2:39][N:36]2[CH:33]2[CH2:32][CH2:31][N:30]([C:28]([O:27][CH2:25][CH3:26])=[O:29])[CH2:35][CH2:34]2)=[O:41])[C@H:14]([C:17](=[O:18])[NH:19][C:20]2([C:23]#[N:24])[CH2:22][CH2:21]2)[CH2:13]1)(=[O:10])=[O:11] |f:1.2|. Procedure details: The reaction of (2S,4R)-4-(2-chloro-4-fluorophenylsulfonyl)-N-(1-cyanocyclopropyl)pyrrolidine-2-carboxamide 7A and lithium 1-(1-(ethoxycarbonyl)piperidin-4-yl)azetidine-2-carboxylate 20J carried out according to the general procedure L yielded ethyl 4-(2-((2S,4R)-4-(2-chloro-4-fluorophenylsulfonyl)-2-(1-cyanocyclopropylcarbamoyl)pyrrolidine-1-carbonyl)azetidin-1-yl)piperidine-1-carboxylate 1:1 epimers as a white solid (58%). MS ISP (m/e): 610.3/612.2 (100/42) [(M+H)]+. The reactants are C(C)OC(=O)C1=NN(C=2CCCCC12)C1=CC=C(C=C1)OC (1-(4-methoxyphenyl)-4,5,6,7-tetrahydro-1H-indazole-3-carboxylic acid ethyl ester). Solvent: CO (methanol). Yields the product COC1=CC=C(C=C1)N1N=C(C=2CCCCC12)C(=O)O (1-(4-Methoxyphenyl)-4,5,6,7-tetrahydro-1H-indazole-3-carboxylic acid). RXN SMILES: C([O:3][C:4]([C:6]1[C:14]2[CH2:13][CH2:12][CH2:11][CH2:10][C:9]=2[N:8]([C:15]2[CH:20]=[CH:19][C:18]([O:21][CH3:22])=[CH:17][CH:16]=2)[N:7]=1)=[O:5])C>CO>[CH3:22][O:21][C:18]1[CH:19]=[CH:20][C:15]([N:8]2[C:9]3[CH2:10][CH2:11][CH2:12][CH2:13][C:14]=3[C:6]([C:4]([OH:5])=[O:3])=[N:7]2)=[CH:16][CH:17]=1. Procedure details: A solution of 1-(4-methoxyphenyl)-4,5,6,7-tetrahydro-1H-indazole-3-carboxylic acid ethyl ester in methanol (50 ml) was heated at reflux temperature for one hour, cooled, concentrated in vacuo, diluted with water, and acidified. The precipitate was filtered to yield the title compound (0.360 g). An analytical sample (m.p. 233°-234° C.) was obtained from methylene chloride-hexane solution. Starting materials: Br, CCc1csc(C(N)Cc2ccc([N+](=O)[O-])cc2)n1, CC(=O)NC(Cc1ccccc1)C(=O)O, CCN=C=NCCCN(C)C, CCN(C(C)C)C(C)C, CN(C)C=O, O, On1nnc2ccccc21. Product: CCc1csc(C(Cc2ccc([N+](=O)[O-])cc2)NC(=O)C(Cc2ccccc2)NC(C)=O)n1. Reaction SMILES: [BrH:1].[CH2:2]([CH3:3])[c:4]1[n:5][c:6]([CH:9]([CH2:10][c:11]2[cH:12][cH:13][c:14]([N+:17](=[O:18])[O-:19])[cH:15][cH:16]2)[NH2:20])[s:7][cH:8]1.[CH3:21][C:22](=[O:23])[NH:24][CH:25]([CH2:26][c:27]1[cH:28][cH:29][cH:30][cH:31][cH:32]1)[C:33]([OH:34])=[O:35].[CH3:55][N:56]([CH3:57])[CH2:58][CH2:59][CH2:60][N:61]=[C:62]=[N:63][CH2:64][CH3:65].[CH:46]([N:47]([CH:48]([CH3:49])[CH3:50])[CH2:51][CH3:52])([CH3:53])[CH3:54].[O:66]=[CH:67][N:68]([CH3:69])[CH3:70].[OH2:71].[OH:36][n:37]1[c:38]2[cH:39][cH:40][cH:41][cH:42][c:43]2[n:44][n:45]1>>[CH2:2]([CH3:3])[c:4]1[n:5][c:6]([CH:9]([CH2:10][c:11]2[cH:12][cH:13][c:14]([N+:17](=[O:18])[O-:19])[cH:15][cH:16]2)[NH:20][C:33]([CH:25]([NH:24][C:22]([CH3:21])=[O:23])[CH2:26][c:27]2[cH:28][cH:29][cH:30][cH:31][cH:32]2)=[O:34])[s:7][cH:8]1.